From a dataset of the Open Reaction Database (ORD), a public repository of structured organic reaction records. describe an organic reaction: reactants, conditions, products, and yield Reactants: N1=CC=CC=C1 (pyridine), C[C@@]12C(C([C@@H](CC1)C2(C)C)C(=O)Cl)=O ((1R,4R)-4,7,7-trimethyl-3-oxo-bicyclo[2.2.1]heptane-2-carbonyl chloride), C[C@@]12C(C([C@@H](CC1)C2(C)C)C(=O)Cl)=O ((1R,4R)-4,7,7-trimethyl-3-oxo-bicyclo[2.2.1]heptane-2-carbonyl chloride), C(C)=NNC1=CC=CC=C1 (N-ethylidene-N′-phenyl-hydrazine), Cl (HCl). The solvent is C(C)(=O)O (acetic acid), ClCCCl (1,2-dichloroethane), ClCCCl (1,2-dichloroethane), O1CCOCC1 (dioxane). Conditions: time 15 minute. Yields the product C1(=CC=CC=C1)N1NC=2[C@@]3(CC[C@H](C2C1=O)C3(C)C)C ((4S,7R)-2-phenyl-7,8,8-trimethyl-1,2,4,5,6,7-hexahydro-4,7-methano-indazol-3-one). Isolated yield 97.0%. As a reaction SMILES: [CH3:1][C@:2]12[C:8]([CH3:10])([CH3:9])[C@H:5]([CH2:6][CH2:7]1)[CH:4]([C:11](Cl)=[O:12])[C:3]2=O.C(=[N:17][NH:18][C:19]1[CH:24]=[CH:23][CH:22]=[CH:21][CH:20]=1)C.N1C=CC=CC=1.Cl>ClCCCl.O1CCOCC1.C(O)(=O)C>[C:19]1([N:18]2[C:11](=[O:12])[C:4]3[C@@H:5]4[C:8]([CH3:10])([CH3:9])[C@@:2]([CH3:1])([CH2:7][CH2:6]4)[C:3]=3[NH:17]2)[CH:24]=[CH:23][CH:22]=[CH:21][CH:20]=1. Procedure: A solution of (1R,4R)-4,7,7-trimethyl-3-oxo-bicyclo[2.2.1]heptane-2-carbonyl chloride (Intermediate 20; 4.36 g, 20.3 mmol) in 1,2-dichloroethane (40 mL) was added over a period of one minute to a cooled (˜0° C.) solution of N-ethylidene-N′-phenyl-hydrazine (prepared according to A. R. Maguire et al. Bioorg. Med. Chem. 2001, 9, 745-762; 2.60 g, 19.4 mmol) and pyridine (2.5 mL, 30.9 mmol) in 1,2-dichloroethane (20 mL). The reaction mixture was stirred at room temperature for 15 min and then at 50°... The product is C(C1=CC=CC=C1)OC(=O)N1C[C@H]([C@@H]([C@H](C1)OCC=1C=CC2=C(N(CCO2)CCCOC)C1)C1=CC=C(C=C1)COC[C@H](COC)C)COC(C)=O ((3S,4R,5R)-3-Acetoxymethyl-4-[4-((S)-3-methoxy-2-methyl-propoxymethyl) -phenyl]-5-[4-(3-methoxy-propyl)-3,4-dihydro-2H-benzo[1,4]oxazin-6-ylmethoxy]-piperidine-1-carboxylic acid benzyl ester). The reactants are C(C1=CC=CC=C1)OC(=O)N1C[C@H]([C@@H]([C@H](C1)OCC=1C=CC2=C(N(CCO2)CCCOC)C1)C1=CC=C(C=C1)COC[C@H](COC)C)CO ((3S,4R,5R)-3-hydroxymethyl-4-[4-((S)-3-methoxy-2-methyl-propoxymethyl)-phenyl]-5-[4-(3-methoxy-propyl)-3,4-dihydro-2H -benzo[1,4]oxazin-6-ylmethoxy]-piperidine-1-carboxylic acid benzyl ester), C(C)(=O)Cl (acetyl chloride). Procedure details: Analogously to Example 2a, (3S,4R,5R)-3-hydroxymethyl-4-[4-((S)-3-methoxy-2-methyl-propoxymethyl)-phenyl]-5-[4-(3-methoxy-propyl)-3,4-dihydro-2H -benzo[1,4]oxazin-6-ylmethoxy]-piperidine-1-carboxylic acid benzyl ester (Example 1a) and acetyl chloride are used to afford the title compound as a colorless oil. Rf=0.20 (EtOAc-heptane 1:1); Rt=5.69 (gradient I). RXN SMILES: [CH2:1]([O:8][C:9]([N:11]1[CH2:16][C@H:15]([O:17][CH2:18][C:19]2[CH:20]=[CH:21][C:22]3[O:27][CH2:26][CH2:25][N:24]([CH2:28][CH2:29][CH2:30][O:31][CH3:32])[C:23]=3[CH:33]=2)[C@@H:14]([C:34]2[CH:39]=[CH:38][C:37]([CH2:40][O:41][CH2:42][C@@H:43]([CH3:47])[CH2:44][O:45][CH3:46])=[CH:36][CH:35]=2)[C@H:13]([CH2:48][OH:49])[CH2:12]1)=[O:10])[C:2]1[CH:7]=[CH:6][CH:5]=[CH:4][CH:3]=1.[C:50](Cl)(=[O:52])[CH3:51]>>[CH2:1]([O:8][C:9]([N:11]1[CH2:16][C@H:15]([O:17][CH2:18][C:19]2[CH:20]=[CH:21][C:22]3[O:27][CH2:26][CH2:25][N:24]([CH2:28][CH2:29][CH2:30][O:31][CH3:32])[C:23]=3[CH:33]=2)[C@@H:14]([C:34]2[CH:39]=[CH:38][C:37]([CH2:40][O:41][CH2:42][C@@H:43]([CH3:47])[CH2:44][O:45][CH3:46])=[CH:36][CH:35]=2)[C@H:13]([CH2:48][O:49][C:50](=[O:52])[CH3:51])[CH2:12]1)=[O:10])[C:2]1[CH:7]=[CH:6][CH:5]=[CH:4][CH:3]=1. The reactants are C(C)(C)(C)OC(=O)N1C[C@H]2C(=NO[C@H]2C1)CO (cis-3-Hydroxymethyl-3a,4,6,6a-tetrahydropyrrolo[3,4-d]isoxazole-5-carboxylic acid tert-butyl ester), C1(=CC=CC=C1)P(C1=CC=CC=C1)C1=CC=CC=C1 (triphenyl phosphine), C1(C=2C(C(N1)=O)=CC=CC2)=O (phthalimide), CC(C)OC(=O)/N=N/C(=O)OC(C)C (DIAD). Solvent: C1CCOC1 (THF). Run at time 8 hour. Product: C(C)(C)(C)OC(=O)N1C[C@H]2C(=NO[C@H]2C1)CN1C(C2=CC=CC=C2C1=O)=O (cis-3-(1,3-Dioxo-1,3-dihydro-isoindol-2-ylmethyl)-3a,4,6,6a-tetrahydro-pyrrolo[3,4-d]isoxazole-5-carboxylic acid tert-butyl ester). As a reaction SMILES: [C:1]([O:5][C:6]([N:8]1[CH2:15][C@H:14]2[C@H:10]([C:11]([CH2:16]O)=[N:12][O:13]2)[CH2:9]1)=[O:7])([CH3:4])([CH3:3])[CH3:2].C1(P(C2C=CC=CC=2)C2C=CC=CC=2)C=CC=CC=1.[C:37]1(=[O:47])[NH:41][C:40](=[O:42])[C:39]2=[CH:43][CH:44]=[CH:45][CH:46]=[C:38]12.CC(OC(/N=N/C(OC(C)C)=O)=O)C>C1COCC1>[C:1]([O:5][C:6]([N:8]1[CH2:15][C@H:14]2[C@H:10]([C:11]([CH2:16][N:41]3[C:37](=[O:47])[C:38]4[C:39](=[CH:43][CH:44]=[CH:45][CH:46]=4)[C:40]3=[O:42])=[N:12][O:13]2)[CH2:9]1)=[O:7])([CH3:2])([CH3:3])[CH3:4]. Procedure details: To alcohol 7 (1.13 g; 4.67 mmol), triphenyl phosphine (1.28 g; 4.88 mmol) and phthalimide (0.73 g; 4.96 mmol) in THF (75 mL) was added DIAD (0.98 mL; 4.94 mmol). The reaction mixture was stirred at room temperature overnight. The volatiles were evaporated and the residue chromatographed with 50% ethyl acetate/hexanes to yield phthalimide 8 as a white foam. Starting materials: O1C(=CC=C1)C1=NNC(C2=CC=CC=C12)=O (4-(2-furyl)-1-phthalazinone), P(=O)(Cl)(Cl)Cl (phosphorus oxychloride). Run in ClC(C)Cl (dichloroethane). Reaction conditions: temperature 100 celsius, time 3 hour. Yields the product ClC1=NN=C(C2=CC=CC=C12)C=1OC=CC1 (1-chloro-4-(2-furyl)phthalazine). RXN SMILES: [O:1]1[CH:5]=[CH:4][CH:3]=[C:2]1[C:6]1[C:15]2[C:10](=[CH:11][CH:12]=[CH:13][CH:14]=2)[C:9](=O)[NH:8][N:7]=1.P(Cl)(Cl)([Cl:19])=O>ClC(Cl)C>[Cl:19][C:9]1[C:10]2[C:15](=[CH:14][CH:13]=[CH:12][CH:11]=2)[C:6]([C:2]2[O:1][CH:5]=[CH:4][CH:3]=2)=[N:7][N:8]=1. Reported procedure: 1.0 g of 4-(2-furyl)-1-phthalazinone and 5 ml of phosphorus oxychloride were dissolved in 5 ml of dichloroethane, and the solution was stirred at 100° C. for 3 hours. The reaction solution was distilled off, and a 1-N aqueous NaOH solution was added thereto under cooling with ice. The solution was extracted with chloroform, dried and concentrated to obtain 910 mg of 1-chloro-4-(2-furyl)phthalazine. Starting materials: CCOC(=O)CCc1cc(OCc2cccc(OCc3nc(-c4ccccc4)oc3C)c2)nn1-c1ccccc1, CCO, Cl, [Na+], C1CCOC1, [OH-]. Product: Cc1oc(-c2ccccc2)nc1COc1cccc(COc2cc(CCC(=O)O)n(-c3ccccc3)n2)c1. Reaction SMILES: [CH3:1][c:2]1[c:3]([CH2:13][O:14][c:15]2[cH:16][c:17]([CH2:18][O:19][c:20]3[n:21][n:22](-[c:32]4[cH:33][cH:34][cH:35][cH:36][cH:37]4)[c:23]([CH2:25][CH2:26][C:27](=[O:28])[O:29][CH2:30][CH3:31])[cH:24]3)[cH:38][cH:39][cH:40]2)[n:4][c:5](-[c:7]2[cH:8][cH:9][cH:10][cH:11][cH:12]2)[o:6]1.[CH3:49][CH2:50][OH:51].[ClH:48].[Na+:42].[O:43]1[CH2:44][CH2:45][CH2:46][CH2:47]1.[OH-:41]>>[CH3:1][c:2]1[c:3]([CH2:13][O:14][c:15]2[cH:16][c:17]([CH2:18][O:19][c:20]3[n:21][n:22](-[c:32]4[cH:33][cH:34][cH:35][cH:36][cH:37]4)[c:23]([CH2:25][CH2:26][C:27](=[O:28])[OH:29])[cH:24]3)[cH:38][cH:39][cH:40]2)[n:4][c:5](-[c:7]2[cH:8][cH:9][cH:10][cH:11][cH:12]2)[o:6]1.